This data is from the Open Reaction Database (ORD), a public repository of structured organic reaction records. The task is: describe an organic reaction: reactants, conditions, products, and yield The reactants are O=C([O-])[O-], O=C1CCCCC1OCc1ccccc1F, [K+], [K+], O, OCCO, Cc1ccc(S(=O)(=O)O)cc1, c1ccccc1. The product is Fc1ccccc1COC1CCCCC12OCCO2. RXN SMILES: [C:32](=[O:33])([O-:34])[O-:35].[F:1][c:2]1[c:3]([CH2:4][O:5][CH:6]2[C:7](=[O:12])[CH2:8][CH2:9][CH2:10][CH2:11]2)[cH:13][cH:14][cH:15][cH:16]1.[K+:36].[K+:37].[OH2:44].[OH:17][CH2:18][CH2:19][OH:20].[c:21]1([CH3:22])[cH:23][cH:24][c:25]([S:26]([OH:27])(=[O:28])=[O:29])[cH:30][cH:31]1.[cH:38]1[cH:39][cH:40][cH:41][cH:42][cH:43]1>>[F:1][c:2]1[c:3]([CH2:4][O:5][CH:6]2[C:7]3([CH2:8][CH2:9][CH2:10][CH2:11]2)[O:12][CH2:19][CH2:18][O:17]3)[cH:13][cH:14][cH:15][cH:16]1.